From a dataset of the Open Reaction Database (ORD), a public repository of structured organic reaction records. describe an organic reaction: reactants, conditions, products, and yield Reactants: CNCCO (2-(methylamino)-ethanol), [O-2].[Mg+2] (magnesium oxide), ClC1=C(C=C(S1)S(=O)(=O)Cl)[N+](=O)[O-] (5-chloro-4-nitrothiophene-2-sulfonyl chloride). Run in C1CCOC1 (THF), O (water), C1CCOC1 (THF). Conditions: time 30 minute. The product is OCCN(S(=O)(=O)C=1SC(=C(C1)[N+](=O)[O-])Cl)C (5-chloro-4-nitro-thiophene-2-sulfonic acid (2-hydroxy-ethyl)-methyl-amide). Isolated yield 34.9%. As a reaction SMILES: [CH3:1][NH:2][CH2:3][CH2:4][OH:5].[O-2].[Mg+2].[Cl:8][C:9]1[S:13][C:12]([S:14](Cl)(=[O:16])=[O:15])=[CH:11][C:10]=1[N+:18]([O-:20])=[O:19]>C1COCC1.O>[OH:5][CH2:4][CH2:3][N:2]([CH3:1])[S:14]([C:12]1[S:13][C:9]([Cl:8])=[C:10]([N+:18]([O-:20])=[O:19])[CH:11]=1)(=[O:16])=[O:15] |f:1.2|. Procedure: A suspension of 2-(methylamino)-ethanol (0.29 g, 3.86 mmol) and magnesium oxide (0.77 g, 19.1 mmol) in THF (4 ml) and water (1.4 ml) was allowed to stir at room temperature for 30 min, 5-chloro-4-nitrothiophene-2-sulfonyl chloride (1.0 g, 3.81 mmol) dissolved in THF (1.6 ml) was added drop wise at room temperature over a period of 1 h and the reaction mixture was allowed to stir for an additional hour. Filtration over Decalite and evaporation yielded the crude product which was further purified ... Reactants: COC([C@@H](O)C1=CC=CC=C1)=O ((S)-(+)-mandelic acid methyl ester), C1CCC(CC1)N=C=NC2CCCCC2 (DCC), C\C(=C/CC(=O)O)\CC\C=C(\CCC=C(C)C)/C ((E,E)4,8,12-trimethyl-trideca-3,7,11-trienoic acid), CO (MeOH). Reagents/catalysts: CN(C)C=1C=CN=CC1 (DMAP). The solvent is CC(C)(C)OC (MTBE). Conditions: temperature 35 celsius, time 15 minute. The product is COC(=O)[C@H](C1=CC=CC=C1)OC(C\C=C(\CC\C=C(\CCC=C(C)C)/C)/C)=O ((E,E)-4,8,12-Trimethyl-trideca-3,7,11-trienoic acid (S)-methoxycarbonyl-phenyl-methyl ester). Yield: 99.4%. Reaction SMILES: [CH3:1]/[C:2](/[CH2:8][CH2:9]/[CH:10]=[C:11](\[CH3:18])/[CH2:12][CH2:13][CH:14]=[C:15]([CH3:17])[CH3:16])=[CH:3]\[CH2:4][C:5]([OH:7])=[O:6].[CH3:19][O:20][C:21](=[O:30])[C@H:22]([C:24]1[CH:29]=[CH:28][CH:27]=[CH:26][CH:25]=1)O.CO.C1CCC(N=C=NC2CCCCC2)CC1>CC(OC)(C)C.CN(C1C=CN=CC=1)C>[CH3:19][O:20][C:21]([C@@H:22]([O:6][C:5](=[O:7])[CH2:4]/[CH:3]=[C:2](\[CH3:1])/[CH2:8][CH2:9]/[CH:10]=[C:11](\[CH3:18])/[CH2:12][CH2:13][CH:14]=[C:15]([CH3:17])[CH3:16])[C:24]1[CH:29]=[CH:28][CH:27]=[CH:26][CH:25]=1)=[O:30]. Procedure details: To a solution of 12.5 g (50 mmol) (E,E)4,8,12-trimethyl-trideca-3,7,11-trienoic acid (isomeric purity of 95%) [K. Ishihara et al., J. Am. Chem. Soc. 2002, 124, 3647-3655] in 100 ml MTBE were added at r.t. 8.4 g (50 mmol) (S)-(+)-mandelic acid methyl ester [α]D=+144.9 (c=1.04, MeOH) and 1.5 g DMAP. After stirring for 15 min, 10.5 g (51 mmol) DCC is added, during which the temperature raised to 35° C. The reaction mixture was stirred for 4 h at 35° C., cooled to room temperature and filtered. The ... The reactants are Cn1cc(C2=C(c3cccc(N)c3)C(=O)NC2=O)c2ccccc21, CC1(C)OCC(=O)CO1, CO. Yields the product Cn1cc(C2=C(c3cccc(NC4COC(C)(C)OC4)c3)C(=O)NC2=O)c2ccccc21. RXN SMILES: [CH3:1][n:2]1[cH:3][c:4]([C:11]2=[C:15]([c:16]3[cH:17][c:18]([NH2:22])[cH:19][cH:20][cH:21]3)[C:14](=[O:23])[NH:13][C:12]2=[O:24])[c:5]2[cH:6][cH:7][cH:8][cH:9][c:10]12.[CH3:25][C:26]1([CH3:33])[O:27][CH2:28][C:29](=[O:32])[CH2:30][O:31]1.[CH3:34][OH:35]>>[CH3:1][n:2]1[cH:3][c:4]([C:11]2=[C:15]([c:16]3[cH:17][c:18]([NH:22][CH:29]4[CH2:28][O:27][C:26]([CH3:25])([CH3:33])[O:31][CH2:30]4)[cH:19][cH:20][cH:21]3)[C:14](=[O:23])[NH:13][C:12]2=[O:24])[c:5]2[cH:6][cH:7][cH:8][cH:9][c:10]12. Yield: 45.3%. Reported procedure: To 810 mg (2.8 mmol) of the compound (144) obtained in Example 29, 5 ml (55 mmol) of dimethyl sulfate was added, and the solution was heated for at 120° C. for 5.5 hours. After air-cooling, to 45 ml of ice/water containing 7.5 g (55 mmol) of anhydrous potassium carbonate, was added the solution, and was stirred for 1 hour. The solution was extracted with 50 ml of chloroform, and after drying over magnesium sulfate, the solvent was removed by distillation. The residue was separated by the column ... Starting materials: ClC1=C2CCNN3C2=C(C=C1)C(C(=C3)C(=O)OCC)=O (Ethyl 4-Chloro-2,3-dihydro-7-oxo-1H, 7H-pyrido[3,2,1-ij]cinnoline-8-carboxylate), S(=O)(=O)(OC)OC (dimethyl sulfate), ice water, C([O-])([O-])=O.[K+].[K+] (potassium carbonate). Conditions: temperature 120 celsius, time 1 hour. Yields the product ClC1=C2CCN(N3C2=C(C=C1)C(C(=C3)C(=O)OC)=O)C (Methyl 4-Chloro-2,3-dihydro-1-methyl-7-oxo-1H,7H -pyrido-[3,2,1-ij]cinnoline-8-carboxylate). RXN SMILES: [Cl:1][C:2]1[CH:11]=[CH:10][C:9]2[C:12](=[O:20])[C:13]([C:15]([O:17][CH2:18]C)=[O:16])=[CH:14][N:7]3[C:8]=2[C:3]=1[CH2:4][CH2:5][NH:6]3.S(OC)(O[CH3:25])(=O)=O.C(=O)([O-])[O-].[K+].[K+]>>[Cl:1][C:2]1[CH:11]=[CH:10][C:9]2[C:12](=[O:20])[C:13]([C:15]([O:17][CH3:18])=[O:16])=[CH:14][N:7]3[C:8]=2[C:3]=1[CH2:4][CH2:5][N:6]3[CH3:25] |f:2.3.4|. Reactants: BrC=1N=C2C(=NC1Cl)N(C=C2CO)CO ((2-bromo-3-chloro-7-hydroxymethyl-pyrrolo[2,3-b]pyrazin-5-yl)-methanol), reagent. Solvent: CC(=O)C (acetone). Conditions: time 20 minute. The product is BrC=1N=C2C(=NC1Cl)NC=C2C=O (2-bromo-3-chloro-5H-pyrrolo[2,3-b]pyrazine-7-carbaldehyde). Isolated yield 78.6%. As a reaction SMILES: [Br:1][C:2]1[N:3]=[C:4]2[C:11]([CH2:12][OH:13])=[CH:10][N:9](CO)[C:5]2=[N:6][C:7]=1[Cl:8]>CC(C)=O>[Br:1][C:2]1[N:3]=[C:4]2[C:11]([CH:12]=[O:13])=[CH:10][NH:9][C:5]2=[N:6][C:7]=1[Cl:8]. Procedure details: To a stirred suspension of (2-bromo-3-chloro-7-hydroxymethyl-pyrrolo[2,3-b]pyrazin-5-yl)-methanol (2.0 g, 6.84 mmol) in acetone (67 mL) was added Jone's reagent (2.12 mL) and the mixture stirred at room temperature for 20 min. The mixture was cooled then filtered through a pad of celite and the filtrate was concentrated in vacuo. The residue was diluted with THF (35 mL) and 1 N NaOH solution (18 mL). The resulting mixture was stirred at room temperature for 16 h, then concentrated in vacuo to ˜2... The reactants are C[Si](C)(C)[N-][Si](C)(C)C, CN(C)C=O, [Cl-], COc1cc2ncnc(Cl)c2cc1OC, COCC#Cc1cc(Cl)c(N)c2c1OCO2, [NH4+], [Na+], C1CCOC1. Yields the product COCC#Cc1cc(Cl)c(Nc2ncnc3cc(OC)c(OC)cc23)c2c1OCO2. As a reaction SMILES: [CH3:1][Si:2]([N-:3][Si:4]([CH3:5])([CH3:6])[CH3:7])([CH3:8])[CH3:9].[CH3:49][N:50]([CH3:51])[CH:52]=[O:53].[Cl-:47].[Cl:16][c:17]1[n:18][cH:19][n:20][c:21]2[cH:22][c:23]([O:29][CH3:30])[c:24]([O:27][CH3:28])[cH:25][c:26]12.[Cl:31][c:32]1[c:33]([NH2:46])[c:34]2[c:35]([c:39]([C:41]#[C:42][CH2:43][O:44][CH3:45])[cH:40]1)[O:36][CH2:37][O:38]2.[NH4+:48].[Na+:10].[O:11]1[CH2:12][CH2:13][CH2:14][CH2:15]1>>[c:17]1([NH:46][c:33]2[c:32]([Cl:31])[cH:40][c:39]([C:41]#[C:42][CH2:43][O:44][CH3:45])[c:35]3[c:34]2[O:38][CH2:37][O:36]3)[n:18][cH:19][n:20][c:21]2[cH:22][c:23]([O:29][CH3:30])[c:24]([O:27][CH3:28])[cH:25][c:26]12. Starting materials: BrCC(=O)Cl (Bromoacetyl chloride), C1NCCC2=CC=CC=C12 (1,2,3,4-tetrahydroisoquinoline), O (Water). Solvent: ClCCl (dichloromethane). Conditions: time 45 minute. Yields the product BrCC(=O)N1CC2=CC=CC=C2CC1 (2-(2-bromo-1-oxoethyl)-1,2,3,4-tetrahydroisoquinoline). Reaction SMILES: [Br:1][CH2:2][C:3](Cl)=[O:4].[CH2:6]1[C:15]2[C:10](=[CH:11][CH:12]=[CH:13][CH:14]=2)[CH2:9][CH2:8][NH:7]1.O>ClCCl>[Br:1][CH2:2][C:3]([N:7]1[CH2:8][CH2:9][C:10]2[C:15](=[CH:14][CH:13]=[CH:12][CH:11]=2)[CH2:6]1)=[O:4]. Procedure: Bromoacetyl chloride (0.25 mL) was added slowly to a cold (5° C.) solution of 1,2,3,4-tetrahydroisoquinoline (0.8 g) in dichloromethane (25 mL) and the mixture was stirred in an ice bath for 45 minutes, then at room temperature overnight. Water (20 mL) was added, the layers were separated and the organic layer was washed in turn with 0.5N hydrochloric acid and sodium bicarbonate solution. The dried extract (MgSO4) was evaporated to provide 0.762 g of 2-(2-bromo-1-oxoethyl)-1,2,3,4-tetrahydroisoq... The reactants are CC(C)(CCl)C(=O)Nc1ccc(Br)cn1, [H-], [Na+], CN(C)C=O. Product: CC1(C)CN(c2ccc(Br)cn2)C1=O. RXN SMILES: [Br:1][c:2]1[cH:3][cH:4][c:5]([NH:8][C:9]([C:10]([CH2:11][Cl:12])([CH3:13])[CH3:14])=[O:15])[n:6][cH:7]1.[H-:17].[Na+:16].[O:18]=[CH:19][N:20]([CH3:21])[CH3:22]>>[Br:1][c:2]1[cH:3][cH:4][c:5]([N:8]2[C:9](=[O:15])[C:10]([CH3:13])([CH3:14])[CH2:11]2)[n:6][cH:7]1.